From a dataset of the Open Reaction Database (ORD), a public repository of structured organic reaction records. describe an organic reaction: reactants, conditions, products, and yield Starting materials: CN(C)C1CC=C(c2c[nH]c3ccc([N+](=O)[O-])cc23)CC1, CO, NN, O. Yields the product CN(C)C1CC=C(c2c[nH]c3ccc(N)cc23)CC1. Reaction SMILES: [CH3:1][N:2]([CH:3]1[CH2:4][CH:5]=[C:6]([c:9]2[cH:10][nH:11][c:12]3[cH:13][cH:14][c:15]([N+:18]([O-:19])=[O:20])[cH:16][c:17]23)[CH2:7][CH2:8]1)[CH3:21].[CH3:25][OH:26].[NH2:23][NH2:24].[OH2:22]>>[CH3:1][N:2]([CH:3]1[CH2:4][CH:5]=[C:6]([c:9]2[cH:10][nH:11][c:12]3[cH:13][cH:14][c:15]([NH2:18])[cH:16][c:17]23)[CH2:7][CH2:8]1)[CH3:21]. Reactants: CC#N, CO, C[NH+](C)C, CCCCCCCCCCCCOS(=O)(=O)[O-], [Na+]. Product: CC#N, C[NH+](C)C, CCCCCCCCCCCCOS(=O)(=O)[O-]. RXN SMILES: [C:1]([CH3:2])#[N:3].[CH3:26][OH:27].[CH3:4][NH+:5]([CH3:6])[CH3:7].[CH3:9][CH2:10][CH2:11][CH2:12][CH2:13][CH2:14][CH2:15][CH2:16][CH2:17][CH2:18][CH2:19][CH2:20][O:21][S:22]([O-:23])(=[O:24])=[O:25].[Na+:8]>>[C:1]([CH3:2])#[N:3].[CH3:4][NH+:5]([CH3:6])[CH3:7].[CH3:9][CH2:10][CH2:11][CH2:12][CH2:13][CH2:14][CH2:15][CH2:16][CH2:17][CH2:18][CH2:19][CH2:20][O:21][S:22](=[O:23])(=[O:24])[O-:25].